Dataset: the Open Reaction Database (ORD), a public repository of structured organic reaction records. Task: describe an organic reaction: reactants, conditions, products, and yield The reactants are ClC1=CC=C(CCl)C=C1 (p-chlorobenzyl chloride), FC1=C(C=CC(=C1)F)C(CN1N=C(N=C1)C=CC1=CC=C(C=C1)O)(O)CN1N=CN=C1 (1-(2,4-Difluorophenyl)-2-[3-(4-hydroxystyryl)-1,2,4-triazol-1-yl]-1-(1,2,4-triazol-1-ylmethyl)ethanol), [H-].[Na+] (sodium hydride), [H][H] (hydrogen), Cl (hydrochloric acid). The solvent is CN1C(CCC1)=O (N-methylpyrrolidone). Conditions: time 3 hour. Product: ClC1=CC=C(COC2=CC=C(C=CC3=NN(C=N3)CC(O)(CN3N=CN=C3)C3=C(C=C(C=C3)F)F)C=C2)C=C1 (2-[3-(4-p-chlorobenzyloxystyryl)-1,2,4-triazol-1-yl]-1-(2,4-difluorophenyl)-1-(1,2,4-triazol-1-ylmethyl)ethanol). Reaction SMILES: [F:1][C:2]1[CH:7]=[C:6]([F:8])[CH:5]=[CH:4][C:3]=1[C:9]([CH2:26][N:27]1[CH:31]=[N:30][CH:29]=[N:28]1)([OH:25])[CH2:10][N:11]1[CH:15]=[N:14][C:13]([CH:16]=[CH:17][C:18]2[CH:23]=[CH:22][C:21]([OH:24])=[CH:20][CH:19]=2)=[N:12]1.[H-].[Na+].[H][H].[Cl:36][C:37]1[CH:44]=[CH:43][C:40]([CH2:41]Cl)=[CH:39][CH:38]=1.Cl>CN1CCCC1=O>[Cl:36][C:37]1[CH:44]=[CH:43][C:40]([CH2:41][O:24][C:21]2[CH:22]=[CH:23][C:18]([CH:17]=[CH:16][C:13]3[N:14]=[CH:15][N:11]([CH2:10][C:9]([C:3]4[CH:4]=[CH:5][C:6]([F:8])=[CH:7][C:2]=4[F:1])([CH2:26][N:27]4[CH:31]=[N:30][CH:29]=[N:28]4)[OH:25])[N:12]=3)=[CH:19][CH:20]=2)=[CH:39][CH:38]=1 |f:1.2|. Procedure details: 1-(2,4-Difluorophenyl)-2-[3-(4-hydroxystyryl)-1,2,4-triazol-1-yl]-1-(1,2,4-triazol-1-ylmethyl)ethanol (710 mg) was dissolved in N-methylpyrrolidone (10 ml., dried over molecular sieve), and sodium hydride (57% dispersion in oil, 75 mg) was added in portions. When the evolution of hydrogen had ceased, p-chlorobenzyl chloride (300 mg) was added, and the mixture was stirred at 80° for 3 hours and then for 18 hours at room temperature. The reaction mixture was poured into 0.1N hydrochloric acid and ...